This data is from the Open Reaction Database (ORD), a public repository of structured organic reaction records. The task is: describe an organic reaction: reactants, conditions, products, and yield Procedure: Into a solution of Compound 63 (30 mg, 0.06 mmol) in 2 mL MeOH was added NaOH (50 mg). The solution was heated to reflux for 30 minutes. After cooling to room temperature, the solvent was removed, and the residue was dissolved in 4 mL of DMF and 1 mL of water. The mixture was heated to 150° C. for 16 hours. The mixture was diluted with 20 mL of Et2O and the solution was washed with brine, dried and concentrated. The residue was purified on silica (eluted with 10-50% of ethyl acetate in hexanes) ... Product: C(C=C)OC1=C(C=C(C=C1)C(F)(F)F)C1=CN=C(S1)NC(C1=C(C=CC=C1F)F)=O (N-(5-(2-(Allyloxy)-5-(trifluoromethyl)phenyl)thiazol-2-yl)-2,6-difluorobenzamide). Run in CO (MeOH). RXN SMILES: [CH2:1]([O:4][C:5]1[CH:10]=[CH:9][C:8]([C:11]([F:14])([F:13])[F:12])=[CH:7][C:6]=1[C:15]1[S:19][C:18]([NH:20][C:21](=[O:30])[C:22]2[C:27]([F:28])=[CH:26][CH:25]=[CH:24][C:23]=2[F:29])=[N:17][C:16]=1C(OC)=O)[CH:2]=[CH2:3].[OH-].[Na+]>CO>[CH2:1]([O:4][C:5]1[CH:10]=[CH:9][C:8]([C:11]([F:14])([F:12])[F:13])=[CH:7][C:6]=1[C:15]1[S:19][C:18]([NH:20][C:21](=[O:30])[C:22]2[C:23]([F:29])=[CH:24][CH:25]=[CH:26][C:27]=2[F:28])=[N:17][CH:16]=1)[CH:2]=[CH2:3] |f:1.2|. Isolated yield 29.9%. Reactants: C(C=C)OC1=C(C=C(C=C1)C(F)(F)F)C1=C(N=C(S1)NC(C1=C(C=CC=C1F)F)=O)C(=O)OC (Methyl 5-(2-(allyloxy)-5-(trifluoromethyl)phenyl)-2-(2,6-difluorobenzamido)thiazole-4-carboxylate), [OH-].[Na+] (NaOH).